Task: describe an organic reaction: reactants, conditions, products, and yield. Dataset: the Open Reaction Database (ORD), a public repository of structured organic reaction records Reactants: COC1=CC=C(C=C1)C1CSC2=C(N(C1=O)CC(=O)OCC)C=CC=C2 (Ethyl (+)-2,3-dihydro-3-(4-methoxy phenyl)-4-oxo-1,5-benzothiazepin-5(4H)-acetate). Run in mixture, O (water), C(C)(=O)O (acetic acid), S(O)(O)(=O)=O (sulfuric acid), O (water). Conditions: time 19 hour. Product: COC1=CC=C(C=C1)C1CSC2=C(N(C1=O)CC(=O)O)C=CC=C2 ((±)-2,3-dihydro-3-(4-methoxy phenyl)-4-oxo-1,5-benzothiazepin-5(4H)-acetic acid). Yield: 84.3%. RXN SMILES: [CH3:1][O:2][C:3]1[CH:8]=[CH:7][C:6]([CH:9]2[C:15](=[O:16])[N:14]([CH2:17][C:18]([O:20]CC)=[O:19])[C:13]3[CH:23]=[CH:24][CH:25]=[CH:26][C:12]=3[S:11][CH2:10]2)=[CH:5][CH:4]=1>O.C(O)(=O)C.S(=O)(=O)(O)O>[CH3:1][O:2][C:3]1[CH:4]=[CH:5][C:6]([CH:9]2[C:15](=[O:16])[N:14]([CH2:17][C:18]([OH:20])=[O:19])[C:13]3[CH:23]=[CH:24][CH:25]=[CH:26][C:12]=3[S:11][CH2:10]2)=[CH:7][CH:8]=1. Reported procedure: 6.8 g of the product of Step A were dissolved in 136 ml of a mixture of equal parts of water, of acetic acid and sulfuric acid and the mixture was stirred for 19 hours at ambient temperature. 400 ml of water were added slowly with stirring for 10 minutes, and separation was effected to obtain 5.3 g of the expected product melting at 180° C. which was used as is for following step. An analytical sample was prepared by two successive crystallizations from 20 volumes of ether at reflux starting wit... The reactants are C(C1=CC=CC=C1)OC1=C(C2=C(N(N=N2)CC2CC2)C=C1)C(F)(F)F (5-Benzyloxy-1-(cyclopropylmethyl)-4-(trifluoromethyl)-1H-benzotriazole), C(C)(=O)OCC (ethyl acetate). Run in CO (methanol). Run at time 90 minute. Yields the product C1(CC1)CN1N=NC2=C1C=CC(=C2C(F)(F)F)O (1-(cyclopropylmethyl)-4-(trifluoromethyl)-1H-benzotriazol-5-ol). RXN SMILES: C([O:8][C:9]1[CH:21]=[CH:20][C:12]2[N:13]([CH2:16][CH:17]3[CH2:19][CH2:18]3)[N:14]=[N:15][C:11]=2[C:10]=1[C:22]([F:25])([F:24])[F:23])C1C=CC=CC=1.C(OCC)(=O)C>CO>[CH:17]1([CH2:16][N:13]2[C:12]3[CH:20]=[CH:21][C:9]([OH:8])=[C:10]([C:22]([F:24])([F:25])[F:23])[C:11]=3[N:15]=[N:14]2)[CH2:19][CH2:18]1. Reported procedure: 5-Benzyloxy-1-(cyclopropylmethyl)-4-(trifluoromethyl)-1H-benzotriazole (5.04 g, 14.5 mmol) was dissolved in 1:1 mixture of methanol: ethyl acetate (40 mL). The mixture was sparged under nitrogen, treated with Pearlman's catalyst (2 g, 0.2 wt equiv) and then sparged under hydrogen (1 atm) and stirred vigorously for 90 minutes. The mixture was filtered through a pad of Celite, which was washed with methanol (500 mL) and concentrated in vacuo, providing the titled compound Reactants: triazolo[4,3-a][1,4]diazepine, ClC=1C=CC=2C3=CC=C(C=C3C(N(C2C1)CC#C)=O)Cl (3.8-dichloro 5-(2-propynyl)-6(5H)-phenanthridinone). Run in O1CCCC1.CCCCCC (tetrahydrofuran hexane). Product: title compound, C1=CC=CC=2NC(C3=CC=CC=C3C12)=O (6(5H)-phenanthridinone). RXN SMILES: Cl[C:2]1[CH:3]=[CH:4][C:5]2[C:6]3[C:11]([C:12](=[O:19])[N:13](CC#C)[C:14]=2[CH:15]=1)=[CH:10][C:9](Cl)=[CH:8][CH:7]=3>O1CCCC1.CCCCCC>[CH:4]1[C:5]2[C:6]3[C:11](=[CH:10][CH:9]=[CH:8][CH:7]=3)[C:12](=[O:19])[NH:13][C:14]=2[CH:15]=[CH:2][CH:3]=1 |f:1.2|. Reported procedure: The title compound was prepared by reacting 4-(2-chlorophenyl)-2-iodo-9-methyl-6H-thieno[3,2-f]1,2,4]triazolo[4,3-a][1,4]diazepine with 3.8-dichloro 5-(2-propynyl)-6(5H)-phenanthridinone under the conditions used in Example 37, but at the end, the reaction mixture was heated for minutes at 90°-95°. The product was isolated by chromatography over the 50-fold amount of silica gel using tetrahydrofuran/hexane 4:1 for elution. Crystallization of the combined clean fractions from tetrahydrofuran/ethy... Starting materials: CC(C)(C)OC(=O)N1CCC(Oc2ccc([N+](=O)[O-])cc2C(F)(F)F)CC1, CO. Product: CC(C)(C)OC(=O)N1CCC(Oc2ccc(N)cc2C(F)(F)F)CC1. As a reaction SMILES: [C:1]([CH3:2])([CH3:3])([CH3:4])[O:5][C:6](=[O:7])[N:8]1[CH2:9][CH2:10][CH:11]([O:14][c:15]2[c:16]([C:24]([F:25])([F:26])[F:27])[cH:17][c:18]([N+:21]([O-:22])=[O:23])[cH:19][cH:20]2)[CH2:12][CH2:13]1.[CH3:28][OH:29]>>[C:1]([CH3:2])([CH3:3])([CH3:4])[O:5][C:6](=[O:7])[N:8]1[CH2:9][CH2:10][CH:11]([O:14][c:15]2[c:16]([C:24]([F:25])([F:26])[F:27])[cH:17][c:18]([NH2:21])[cH:19][cH:20]2)[CH2:12][CH2:13]1. Starting materials: [K] (potassium), C1(=CC=CC=C1)S (thiophenol), ClC1=CC(=CC=C1)Cl (m-dichlorobenzene). Yields the product C1(=CC=CC=C1)SC1=CC(=CC=C1)SC1=CC=CC=C1 (m-bis(phenylmercapto) benzene). RXN SMILES: [K].[C:2]1([SH:8])[CH:7]=[CH:6][CH:5]=[CH:4][CH:3]=1.Cl[C:10]1[CH:15]=[CH:14][CH:13]=[C:12](Cl)[CH:11]=1>>[C:2]1([S:8][C:10]2[CH:15]=[CH:14][CH:13]=[C:12]([S:8][C:2]3[CH:7]=[CH:6][CH:5]=[CH:4][CH:3]=3)[CH:11]=2)[CH:7]=[CH:6][CH:5]=[CH:4][CH:3]=1 |^1:0|. Procedure: The thiophenol derivative and the halogenated aromatic compound are reacted under the reaction conditions described above, subjected to distillation under a reduced pressure as it is or after filtration, to obtain a polyphenyl thioether crude product fraction. For example, by the reaction between a potassium salt of thiophenol and m-dichlorobenzene, a m-bis(phenylmercapto) benzene crude product can be obtained as a fraction at 220° C.-230° C./5 Torr. Reactants: P(=O)(Cl)(Cl)Cl (Phosphorus oxychloride), C(=O)NCC(C(=O)OC)C1=CC(=CC=C1)OC (Methyl 3-(formylamino)-2-(3-methoxyphenyl)propanoate), CO (methanol). Solvent: C(C)#N (acetonitrile). Reaction conditions: temperature 60 celsius. Yields the product Cl.COC=1C=C2C(CN=CC2=CC1)C(=O)OC (Methyl 6-methoxy-3,4-dihydro-4-isoquinolinecarboxylate hydrochloride). Reaction SMILES: [CH:1]([NH:3][CH2:4][CH:5]([C:10]1[CH:15]=[CH:14][CH:13]=[C:12]([O:16][CH3:17])[CH:11]=1)[C:6]([O:8][CH3:9])=[O:7])=O.P(Cl)(Cl)([Cl:20])=O.CO>C(#N)C>[ClH:20].[CH3:17][O:16][C:12]1[CH:11]=[C:10]2[C:15](=[CH:14][CH:13]=1)[CH:1]=[N:3][CH2:4][CH:5]2[C:6]([O:8][CH3:9])=[O:7] |f:4.5|. Procedure details: The compound obtained in Step C (8.03 g; 0.03 mol) is dissolved in 100 ml of acetonitrile, and then the reaction mixture is heated to approximately 60° C. Phosphorus oxychloride (16 ml; 0.17 mol) is added to the solution, which is then heated at reflux for 6 hours with stirring and subsequently evaporated under reduced pressure. The residue obtained is taken up twice with methanol and evaporated under reduced pressure, and then taken up in a minimum of acetone. The precipitate formed is then suc...